The task is: describe an organic reaction: reactants, conditions, products, and yield. This data is from the Open Reaction Database (ORD), a public repository of structured organic reaction records. Reactants: COC(=O)c1cccc(OCn2cccn2)c1, N, O. Product: NC(=O)c1cccc(OCn2cccn2)c1. Reaction SMILES: [CH3:1][O:2][C:3]([c:4]1[cH:5][c:6]([O:10][CH2:11][n:12]2[n:13][cH:14][cH:15][cH:16]2)[cH:7][cH:8][cH:9]1)=[O:17].[NH3:18].[OH2:19]>>[O:2]=[C:3]([c:4]1[cH:5][c:6]([O:10][CH2:11][n:12]2[n:13][cH:14][cH:15][cH:16]2)[cH:7][cH:8][cH:9]1)[NH2:18]. The reactants are C1CCNCC1, Cc1c(C=O)[nH]c2ccccc12, Cc1cccc2c1CC(=O)N2, CCO. Product: Cc1cccc2c1C(=Cc1[nH]c3ccccc3c1C)C(=O)N2. Reaction SMILES: [CH2:24]1[CH2:25][CH2:26][NH:27][CH2:28][CH2:29]1.[CH3:12][c:13]1[c:14]([CH:22]=[O:23])[nH:15][c:16]2[cH:17][cH:18][cH:19][cH:20][c:21]12.[CH3:1][c:2]1[c:3]2[c:7]([cH:8][cH:9][cH:10]1)[NH:6][C:5](=[O:11])[CH2:4]2.[CH3:30][CH2:31][OH:32]>>[CH3:1][c:2]1[c:3]2[c:7]([cH:8][cH:9][cH:10]1)[NH:6][C:5](=[O:11])[C:4]2=[CH:22][c:14]1[c:13]([CH3:12])[c:21]2[c:16]([nH:15]1)[cH:17][cH:18][cH:19][cH:20]2.